Dataset: the Open Reaction Database (ORD), a public repository of structured organic reaction records. Task: describe an organic reaction: reactants, conditions, products, and yield Starting materials: BrCC(=O)C=1C=CC(=NC1)N1C=NC=C1 (5-(2-bromoacetyl)-2-(1H-imidazole-1-yl)pyridine), NC1=NC=C(C=C1)I (2-amino-5-iodopyridine). Run in C(C)#N (acetonitrile). Conditions: temperature 100 celsius. The product is IC=1C=CC=2N(C1)C=C(N2)C=2C=CC(=NC2)N2C=NC=C2 (6-iodo-2-[2-(1H-imidazole-1-yl)pyridine-5-yl]imidazo[1,2-a]pyridine). As a reaction SMILES: Br[CH2:2][C:3]([C:5]1[CH:6]=[CH:7][C:8]([N:11]2[CH:15]=[CH:14][N:13]=[CH:12]2)=[N:9][CH:10]=1)=O.[NH2:16][C:17]1[CH:22]=[CH:21][C:20]([I:23])=[CH:19][N:18]=1>C(#N)C>[I:23][C:20]1[CH:21]=[CH:22][C:17]2[N:18]([CH:2]=[C:3]([C:5]3[CH:6]=[CH:7][C:8]([N:11]4[CH:15]=[CH:14][N:13]=[CH:12]4)=[N:9][CH:10]=3)[N:16]=2)[CH:19]=1. Procedure details: 24.3 mg (corresponding to 0.0876 mmol) of 5-(2-bromoacetyl)-2-(1H-imidazole-1-yl)pyridine and 19.3 mg (corresponding to 0.0876 mmol) of 2-amino-5-iodopyridine were dissolved in 2.0 mL of acetonitrile. The resulting solution was heated under reflux for 1.5 hours in an oil bath at 100° C. After the completion of the reaction, the reaction solution was cooled down to room temperature, and precipitates were filtered. The precipitates were washed with acetonitrile and dried under reduced pressure. Th... Reactants: C1CCOC1, CC1CN(c2ccccc2[N+](=O)[O-])CCN1CCCN, O=C1OCC(c2ccc(F)c(F)c2)N1C(=O)Oc1ccc([N+](=O)[O-])cc1. Yields the product CC1CN(c2ccccc2[N+](=O)[O-])CCN1CCCNC(=O)N1C(=O)OCC1c1ccc(F)c(F)c1. Reaction SMILES: [CH2:47]1[O:48][CH2:49][CH2:50][CH2:51]1.[CH3:1][CH:2]1[CH2:3][N:4]([c:12]2[c:13]([N+:18](=[O:19])[O-:20])[cH:14][cH:15][cH:16][cH:17]2)[CH2:5][CH2:6][N:7]1[CH2:8][CH2:9][CH2:10][NH2:11].[N+:21]([c:22]1[cH:23][cH:24][c:25]([O:30][C:31](=[O:26])[N:33]2[C:34](=[O:46])[O:35][CH2:36][CH:37]2[c:38]2[cH:39][c:40]([F:45])[c:41]([F:44])[cH:42][cH:43]2)[cH:27][cH:28]1)([O-:29])=[O:32]>>[CH3:1][CH:2]1[CH2:3][N:4]([c:12]2[c:13]([N+:18](=[O:19])[O-:20])[cH:14][cH:15][cH:16][cH:17]2)[CH2:5][CH2:6][N:7]1[CH2:8][CH2:9][CH2:10][NH:11][C:31](=[O:30])[N:33]1[C:34](=[O:46])[O:35][CH2:36][CH:37]1[c:38]1[cH:39][c:40]([F:45])[c:41]([F:44])[cH:42][cH:43]1. Starting materials: FC(OC1=C(C=CC=C1)B(O)O)(F)F (2-trifluoromethoxyphenylboronic acid), I (hydroiodic acid), ClC1=NC=NC(=C1)Cl (4,6-dichloropyrimidine), chloro. Yields the product IC1=NC=NC(=C1)C1=C(C=CC=C1)O (4-Iodo-6-(2-hydroxyphenyl)pyrimidine). RXN SMILES: FC(F)(F)[O:3][C:4]1[CH:9]=[CH:8][CH:7]=[CH:6][C:5]=1B(O)O.Cl[C:16]1[CH:21]=[C:20](Cl)[N:19]=[CH:18][N:17]=1.[IH:23]>>[I:23][C:16]1[CH:21]=[C:20]([C:5]2[CH:6]=[CH:7][CH:8]=[CH:9][C:4]=2[OH:3])[N:19]=[CH:18][N:17]=1. Reported procedure: The compound was prepared according to Example 1 using 2-trifluoromethoxyphenylboronic acid and 4,6-dichloropyrimidine. The resultant chloro compound was converted to iodo with hydroiodic acid as described in the general procedure.